Dataset: the Open Reaction Database (ORD), a public repository of structured organic reaction records. Task: describe an organic reaction: reactants, conditions, products, and yield The reactants are [Al+3], O=C(Cl)c1ccccc1, CCOC(=O)C1CCc2ccccc21, [Cl-], [Cl-], [Cl-], Cl, S=C=S. Product: CCOC(=O)C1CCc2c(C(=O)c3ccccc3)cccc21. As a reaction SMILES: [Al+3:2].[C:19]([c:20]1[cH:21][cH:22][cH:23][cH:24][cH:25]1)(=[O:26])[Cl:27].[CH:5]1([C:14](=[O:15])[O:16][CH2:17][CH3:18])[CH2:6][CH2:7][c:8]2[cH:9][cH:10][cH:11][cH:12][c:13]21.[Cl-:1].[Cl-:3].[Cl-:4].[ClH:28].[S:29]=[C:30]=[S:31]>>[CH:5]1([C:14](=[O:15])[O:16][CH2:17][CH3:18])[CH2:6][CH2:7][c:8]2[c:9]([C:19]([c:20]3[cH:21][cH:22][cH:23][cH:24][cH:25]3)=[O:26])[cH:10][cH:11][cH:12][c:13]21. The reactants are C(=O)O (formic acid), C=O (formalin), C1(CC1)N1C=C(C(C2=CC(=C(C(=C12)OC)N1CCNCC1)F)=O)C(=O)O (1-cyclopropyl-6-fluoro-1,4-dihydro-8-methoxy-4-oxo-7-(1-piperazinyl)-3-quinolinecarboxylic acid), O (water). The solvent is C(=O)[O-].[Na+] (sodium formate). Reaction conditions: time 2 hour. The product is C1(CC1)N1C=C(C(C2=CC(=C(C(=C12)OC)N1CCN(CC1)C)F)=O)C(=O)O (1-cyclopropyl-6-fluoro-1,4-dihydro-8-methoxy-7-(4-methyl-1-piperazinyl)-4-oxo-3-quinolinecarboxylic acid). RXN SMILES: [CH:1](O)=O.C=O.[CH:6]1([N:9]2[C:18]3[C:13](=[CH:14][C:15]([F:27])=[C:16]([N:21]4[CH2:26][CH2:25][NH:24][CH2:23][CH2:22]4)[C:17]=3[O:19][CH3:20])[C:12](=[O:28])[C:11]([C:29]([OH:31])=[O:30])=[CH:10]2)[CH2:8][CH2:7]1.O>C([O-])=O.[Na+]>[CH:6]1([N:9]2[C:18]3[C:13](=[CH:14][C:15]([F:27])=[C:16]([N:21]4[CH2:26][CH2:25][N:24]([CH3:1])[CH2:23][CH2:22]4)[C:17]=3[O:19][CH3:20])[C:12](=[O:28])[C:11]([C:29]([OH:31])=[O:30])=[CH:10]2)[CH2:7][CH2:8]1 |f:4.5|. Procedure: In a mixture of sodium formate (22 mg), 87% formic acid (0.3 ml) and 37% formalin (25 μl ) and 1-cyclopropyl-6-fluoro-1,4-dihydro-8-methoxy-4-oxo-7-(1-piperazinyl)-3-quinolinecarboxylic acid (60 mg) was stirred for 2 hours at 100° to 120° C. After cooling, water (1 ml) was added to the reaction mixture and then concentrated. To the residue was added water (0.5 ml), adjusted to pH 7 with 1 N aqueous sodium hydroxide solution and the solution was allowed to stand in a refrigerator. The resulting p...